This data is from the Open Reaction Database (ORD), a public repository of structured organic reaction records. The task is: describe an organic reaction: reactants, conditions, products, and yield Reactants: ClC1=CC(=NC=C1)C(=O)O (4-Chloro-2-carboxypyridine), Cl.NCC1CC1 ((aminomethyl)cyclopropane hydrochloride), Cl.C(C)N=C=NCCCN(CC)CC (1-ethyl-3-(3-diethylaminopropyl)carbodiimide hydrochloride), ON1N=NC2=C1C=CC=C2 (1-hydroxybenzotriazole). Run in O (Water), O1CCCC1 (tetrahydrofuran), C(C)N(CC)CC (triethylamine). The product is ClC1=CC(=NC=C1)C(=O)NCC1CC1 (4-Chloro-2-[(cyclopropylmethyl)aminocarbonyl]pyridine). RXN SMILES: [Cl:1][C:2]1[CH:7]=[CH:6][N:5]=[C:4]([C:8]([OH:10])=O)[CH:3]=1.Cl.[NH2:12][CH2:13][CH:14]1[CH2:16][CH2:15]1.Cl.C(N=C=NCCCN(CC)CC)C.ON1C2C=CC=CC=2N=N1>O.O1CCCC1.C(N(CC)CC)C>[Cl:1][C:2]1[CH:7]=[CH:6][N:5]=[C:4]([C:8]([NH:12][CH2:13][CH:14]2[CH2:16][CH2:15]2)=[O:10])[CH:3]=1 |f:1.2,3.4|. Procedure: 4-Chloro-2-carboxypyridine (2.0 g), (aminomethyl)cyclopropane hydrochloride (1.7 g), 1-ethyl-3-(3-diethylaminopropyl)carbodiimide hydrochloride (WSC) (2.9 g), 1-hydroxybenzotriazole (HOBt) (2.3 g), triethylamine (2.1 ml) and tetrahydrofuran (30 ml) were stirred together at room temperature for 2 hours. Water was added, extraction was performed with ethyl acetate, and then silica gel was added to the extract and the solvent was distilled off under reduced pressure. The silica gel was charged into...